From a dataset of the Open Reaction Database (ORD), a public repository of structured organic reaction records. describe an organic reaction: reactants, conditions, products, and yield Reactants: O=C(Nc1cccc2c(Cl)c(Br)cnc12)c1c(Cl)cccc1Cl, O=C([O-])[O-], CN1CCCC1=O, [K+], [K+], O, Sc1ncc[nH]1. Product: O=C(Nc1cccc2c(Sc3ncc[nH]3)c(Br)cnc12)c1c(Cl)cccc1Cl. RXN SMILES: [Br:1][c:2]1[cH:3][n:4][c:5]2[c:6]([NH:13][C:14]([c:15]3[c:16]([Cl:22])[cH:17][cH:18][cH:19][c:20]3[Cl:21])=[O:23])[cH:7][cH:8][cH:9][c:10]2[c:11]1[Cl:12].[C:30](=[O:31])([O-:32])[O-:33].[CH3:37][N:38]1[CH2:39][CH2:40][CH2:41][C:42]1=[O:43].[K+:34].[K+:35].[OH2:36].[SH:24][c:25]1[nH:26][cH:27][cH:28][n:29]1>>[Br:1][c:2]1[cH:3][n:4][c:5]2[c:6]([NH:13][C:14]([c:15]3[c:16]([Cl:22])[cH:17][cH:18][cH:19][c:20]3[Cl:21])=[O:23])[cH:7][cH:8][cH:9][c:10]2[c:11]1[S:24][c:25]1[nH:26][cH:27][cH:28][n:29]1. Starting materials: O (Water), CN1N=C(C=C1)NC1=NC=NC2=CC=C(C=C12)O (4-[(1-Methyl-1H-pyrazol-3-yl)amino]quinazolin-6-ol), C1(CC1)C(=O)C1=C(C(=CC=C1)F)F (cyclopropyl(2,3-difluorophenyl)methanone), C(C)(C)(C)O[K] (tert-butoxy potassium). The solvent is CN(C(C)=O)C (N,N-dimethylacetamide). Conditions: temperature 110 celsius, time 1 hour. Product: C1(CC1)C(=O)C1=C(C(=CC=C1)F)OC=1C=C2C(=NC=NC2=CC1)NC1=NN(C=C1)C (Cyclopropyl[3-fluoro-2-([4-[{1-methyl-pyrazol-3-yl}-amino]-quinazolin-6-yl]oxy)phenyl]methanone). The yield is 30.8%. Reaction SMILES: [CH3:1][N:2]1[CH:6]=[CH:5][C:4]([NH:7][C:8]2[C:17]3[C:12](=[CH:13][CH:14]=[C:15]([OH:18])[CH:16]=3)[N:11]=[CH:10][N:9]=2)=[N:3]1.[CH:19]1([C:22]([C:24]2[CH:29]=[CH:28][CH:27]=[C:26]([F:30])[C:25]=2F)=[O:23])[CH2:21][CH2:20]1.C(O[K])(C)(C)C.O>CN(C)C(=O)C>[CH:19]1([C:22]([C:24]2[CH:29]=[CH:28][CH:27]=[C:26]([F:30])[C:25]=2[O:18][C:15]2[CH:16]=[C:17]3[C:12](=[CH:13][CH:14]=2)[N:11]=[CH:10][N:9]=[C:8]3[NH:7][C:4]2[CH:5]=[CH:6][N:2]([CH3:1])[N:3]=2)=[O:23])[CH2:20][CH2:21]1. Procedure: 4-[(1-Methyl-1H-pyrazol-3-yl)amino]quinazolin-6-ol (70 mg; 0.290 mmol) and 63 mg (0.346 mmol) of cyclopropyl(2,3-difluorophenyl)methanone were added to a solution of 81 mg (0.723 mmol) of tert-butoxy potassium in 6 ml of N,N-dimethylacetamide and the mixture was stirred at 110° C. for 1 hour. Water was added to the reaction solution and the mixture was extracted with chloroform. The organic layer was dried and concentrated and the resulting residue was purified by a silica gel chromatography (ch... Reactants: COC(=O)Oc1c([N+](=O)[O-])cc(F)cc1C(C)(C)C, CCO, O=C[O-], [NH4+]. The product is COC(=O)Oc1c(N)cc(F)cc1C(C)(C)C. Reaction SMILES: [C:1]([O:2][c:3]1[c:4]([C:13]([CH3:14])([CH3:15])[CH3:16])[cH:5][c:6]([F:12])[cH:7][c:8]1[N+:9]([O-:10])=[O:11])([O:17][CH3:18])=[O:19].[CH3:24][CH2:25][OH:26].[CH:20]([O-:21])=[O:22].[NH4+:23]>>[C:1]([O:2][c:3]1[c:4]([C:13]([CH3:14])([CH3:15])[CH3:16])[cH:5][c:6]([F:12])[cH:7][c:8]1[NH2:9])([O:17][CH3:18])=[O:19]. Starting materials: C(C)=C1C2CC3CC(CC1C3)C2 (2-ethylideneadamantane), C(C(=C)C)(=O)O (methacrylic acid), S(O)(O)(=O)=O (sulphuric acid). Run in CCCCCC (hexane). Reaction conditions: temperature 80 celsius. The product is C(C(=C)C)(=O)OC1(C2CC3CC(CC1C3)C2)CC (2-ethyl-2-adamantyl methacrylate). Reaction SMILES: [CH:1](=[C:3]1[CH:10]2[CH2:11][CH:6]3[CH2:7][CH:8]([CH2:12][CH:4]1[CH2:5]3)[CH2:9]2)[CH3:2].[C:13]([OH:18])(=[O:17])[C:14]([CH3:16])=[CH2:15].S(=O)(=O)(O)O>CCCCCC>[C:13]([O:18][C:3]1([CH2:1][CH3:2])[CH:4]2[CH2:12][CH:8]3[CH2:7][CH:6]([CH2:11][CH:10]1[CH2:9]3)[CH2:5]2)(=[O:17])[C:14]([CH3:16])=[CH2:15]. Procedure: 70 g of 2-ethyl-2-adamantanol was dissolved in toluene, 1 g of p-toluenesulfonic acid was added, and water was removed by distillation by use of a Dean and Stark dehydrator under heating so as to obtain 2-ethylideneadamantane. To 50 g of the obtained 2-ethylideneadamantane, 500 g of methacrylic acid and 0.1 ml of concentrated sulphuric acid were added, and the resulting mixture was heated at 80° C. for 5 hours. After hexane was added to the obtained reaction mixture, the mixture was washed with ... Reactants: [Br-], C1CCOC1, Cc1ncsc1C=O, [Mg+]CC1CCCCC1. The product is Cc1ncsc1C(O)CC1CCCCC1. RXN SMILES: [Br-:9].[CH2:18]1[O:19][CH2:20][CH2:21][CH2:22]1.[CH3:1][c:2]1[n:3][cH:4][s:5][c:6]1[CH:7]=[O:8].[CH:10]1([CH2:16][Mg+:17])[CH2:11][CH2:12][CH2:13][CH2:14][CH2:15]1>>[CH3:1][c:2]1[n:3][cH:4][s:5][c:6]1[CH:7]([OH:8])[CH2:16][CH:10]1[CH2:11][CH2:12][CH2:13][CH2:14][CH2:15]1.